From a dataset of the Open Reaction Database (ORD), a public repository of structured organic reaction records. describe an organic reaction: reactants, conditions, products, and yield Reactants: C(C)OC(COC1=C(C(=C(C=C1)C(C)=O)O)CCC)=O ((4-acetyl-3-hydroxy-2-propylphenoxy)acetic acid ethyl ester), S(C)(=O)(=O)OCCOCCOCCOS(C)(=O)=O (triethyleneglycol dimesylate), C([O-])([O-])=O.[K+].[K+] (potassium carbonate). Run in CC(=O)C (acetone), CN(C=O)C (dimethylformamide), C(C)(=O)OCC.C1(=CC=CC=C1)C (ethyl acetate toluene). The product is C(C)OC(COC1=C(C(=C(C=C1)C(C)=O)OCCOCCOCCOS(=O)(=O)C)CCC)=O ([4-acetyl-3-[2-[2-[2-[(methylsulfonyl)oxy]ethoxy]ethoxy]ethoxy]-2-propylphenoxy]acetic acid ethyl ester). The yield is 52.0%. Reaction SMILES: [CH2:1]([O:3][C:4](=[O:20])[CH2:5][O:6][C:7]1[CH:12]=[CH:11][C:10]([C:13](=[O:15])[CH3:14])=[C:9]([OH:16])[C:8]=1[CH2:17][CH2:18][CH3:19])[CH3:2].[S:21]([O:25][CH2:26][CH2:27][O:28][CH2:29][CH2:30][O:31][CH2:32][CH2:33]OS(=O)(=O)C)(=[O:24])(=[O:23])[CH3:22].C(=O)([O-])[O-].[K+].[K+]>CC(C)=O.CN(C)C=O.C(OCC)(=O)C.C1(C)C=CC=CC=1>[CH2:1]([O:3][C:4](=[O:20])[CH2:5][O:6][C:7]1[CH:12]=[CH:11][C:10]([C:13](=[O:15])[CH3:14])=[C:9]([O:16][CH2:33][CH2:32][O:31][CH2:30][CH2:29][O:28][CH2:27][CH2:26][O:25][S:21]([CH3:22])(=[O:23])=[O:24])[C:8]=1[CH2:17][CH2:18][CH3:19])[CH3:2] |f:2.3.4,7.8|. Procedure: A mixture of 3.3 g (0.012 mole) of (4-acetyl-3-hydroxy-2-propylphenoxy)acetic acid ethyl ester, 18.0 g (0.059) of triethyleneglycol dimesylate and 3.3 g (0.024 mole) of anhydrous potassium carbonate in 100 ml of anhydrous acetone and 45 ml of anhydrous dimethylformamide was stirred at reflux for 26 hours. The reaction mixture was concentrated in vacuo to yield an oil which was dissolved in 60% ethyl acetate-toluene and passed through a column of 60 g of silica gel. The eluent was concentrated in... Starting materials: OCCC=CC=1C=C2C(=CNC2=CC1)C[C@@H]1N(CCC1)C (5-(4-Hydroxy-1-but-1-enyl)-3-(N-methyl-2(R)-pyrrolidinylmethyl)-1H-indole). The reagents and catalysts are [Pd] (palladium on charcoal). Run in C(Cl)Cl (CH2Cl2). Product: OCCCCC=1C=C2C(=CNC2=CC1)C[C@@H]1N(CCC1)C (5-(4-Hydroxy-1-butyl)-3-(N-methyl-2(R)-pyrrolidinylmethyl)-1H-indole). Reaction SMILES: [OH:1][CH2:2][CH2:3][CH:4]=[CH:5][C:6]1[CH:7]=[C:8]2[C:12](=[CH:13][CH:14]=1)[NH:11][CH:10]=[C:9]2[CH2:15][C@H:16]1[CH2:20][CH2:19][CH2:18][N:17]1[CH3:21]>[Pd].C(Cl)Cl>[OH:1][CH2:2][CH2:3][CH2:4][CH2:5][C:6]1[CH:7]=[C:8]2[C:12](=[CH:13][CH:14]=1)[NH:11][CH:10]=[C:9]2[CH2:15][C@H:16]1[CH2:20][CH2:19][CH2:18][N:17]1[CH3:21]. Procedure details: Obtained from the title compound of Example 17 by a procedure similar to that described in Example 2, but using 10% palladium on charcoal as catalyst, as a foam. Rf 0.14 (SS 7). Found: C,71.04; H,8.27; N,8.61. C18H26N2O; 0.33 CH2Cl2 requires C,70.47; H,8.59; N,8.97%. Reactants: OC1=CC=C(C=C1)C1=NOC(=C1)C(=O)NC(C(=O)OC)C(C)C (methyl 2-(3-(4-hydroxyphenyl)isoxazole-5-carboxamido)-3-methylbutanoate), C([O-])([O-])=O.[Cs+].[Cs+] (cesium carbonate), ClC=1SC2=C(N1)C=CC(=C2)F (2-chloro-6-fluorobenzo[d]thiazole). Solvent: N,N′-Dimethyl formamide. Run at time 17.5 minute. Product: FC1=CC2=C(N=C(S2)OC2=CC=C(C=C2)C2=NOC(=C2)C(=O)NC(C(=O)OC)C(C)C)C=C1 (Methyl 2-(3-(4-(6-fluorobenzo[d]thiazol-2-yloxy)phenyl)isoxazole-5-carboxamido)-3-methylbutanoate). Reaction SMILES: [OH:1][C:2]1[CH:7]=[CH:6][C:5]([C:8]2[CH:12]=[C:11]([C:13]([NH:15][CH:16]([CH:21]([CH3:23])[CH3:22])[C:17]([O:19][CH3:20])=[O:18])=[O:14])[O:10][N:9]=2)=[CH:4][CH:3]=1.C(=O)([O-])[O-].[Cs+].[Cs+].Cl[C:31]1[S:32][C:33]2[CH:39]=[C:38]([F:40])[CH:37]=[CH:36][C:34]=2[N:35]=1>>[F:40][C:38]1[CH:37]=[CH:36][C:34]2[N:35]=[C:31]([O:1][C:2]3[CH:7]=[CH:6][C:5]([C:8]4[CH:12]=[C:11]([C:13]([NH:15][CH:16]([CH:21]([CH3:23])[CH3:22])[C:17]([O:19][CH3:20])=[O:18])=[O:14])[O:10][N:9]=4)=[CH:4][CH:3]=3)[S:32][C:33]=2[CH:39]=1 |f:1.2.3|. Procedure details: To methyl 2-(3-(4-hydroxyphenyl)isoxazole-5-carboxamido)-3-methylbutanoate (200 mg) in N,N′-Dimethyl formamide (4 ml), cesium carbonate (245 mg) was added and stirred for 15-20 minutes. To this 2-chloro-6-fluorobenzo[d]thiazole (141 mg) was added and the reaction mixture was stirred at RT for 18 hours. Solvent was evaporated to obtain pale brown solid, which was purified by column chromatography (silica gel, EtOAc—CHCl3) to obtain off white solid, which was crystallized using DCM-Petroleum ether... The reactants are [H-].[Na+] (sodium hydride), ClC1=C2C(=C(NC2=CC=C1F)C(=O)O)CC (4-chloro-5-fluoro-3-ethyl-indole-2-carboxylic acid), C[C@H]1OC1 ((R)-methyloxirane). Solvent: O1CCCC1 (tetrahydrofuran), C1(=CC=CC=C1)OC1=CC=CC=C1 (diphenyl ether). Run at time 4 hour. Product: ClC1=C2C(=CN(C2=CC=C1F)C[C@@H](C)O)CC ((R)-1-(4-chloro-5-fluoro-3-ethylindol-1-yl)-propan-2-ol). Yield: 80.0%. As a reaction SMILES: [Cl:1][C:2]1[C:10]([F:11])=[CH:9][CH:8]=[C:7]2[C:3]=1[C:4]([CH2:15][CH3:16])=[C:5](C(O)=O)[NH:6]2.[H-].[Na+].[CH3:19][C@@H:20]1[CH2:22][O:21]1>C1(OC2C=CC=CC=2)C=CC=CC=1.O1CCCC1>[Cl:1][C:2]1[C:10]([F:11])=[CH:9][CH:8]=[C:7]2[C:3]=1[C:4]([CH2:15][CH3:16])=[CH:5][N:6]2[CH2:19][C@H:20]([OH:21])[CH3:22] |f:1.2|. Procedure: A suspension of 1.2 g of 4-chloro-5-fluoro-3-ethyl-indole-2-carboxylic acid in 16 ml of diphenyl ether was stirred at 260° for 4 hours and, after cooling to 0°, diluted with 24 ml of tetrahydrofuran. 186 mg of sodium hydride dispersion were added and the mixture was stirred for one hour. Subsequently, 0.5 ml of (R)-methyloxirane was added and the reaction mixture was stirred at room temperature for 114 hours. The mixture was extracted with diethyl ether, water and saturated sodium chloride solut... Starting materials: CS(C)=O, N#Cc1cc2c(Oc3ccc(N)c(F)c3)ccnc2cc1OCC1CO1, O, O=C(Nc1nccs1)Oc1ccccc1. The product is N#Cc1cc2c(Oc3ccc(NC(=O)Nc4nccs4)c(F)c3)ccnc2cc1OCC1CO1. Reaction SMILES: [CH3:1][S:2]([CH3:3])=[O:4].[NH2:20][c:21]1[c:22]([F:45])[cH:23][c:24]([O:25][c:26]2[cH:27][cH:28][n:29][c:30]3[cH:31][c:32]([O:38][CH2:39][CH:40]4[O:41][CH2:42]4)[c:33]([C:36]#[N:37])[cH:34][c:35]23)[cH:43][cH:44]1.[OH2:46].[s:5]1[c:6]([NH:10][C:11]([O:12][c:14]2[cH:15][cH:16][cH:17][cH:18][cH:19]2)=[O:13])[n:7][cH:8][cH:9]1>>[s:5]1[c:6]([NH:10][C:11](=[O:12])[NH:20][c:21]2[c:22]([F:45])[cH:23][c:24]([O:25][c:26]3[cH:27][cH:28][n:29][c:30]4[cH:31][c:32]([O:38][CH2:39][CH:40]5[O:41][CH2:42]5)[c:33]([C:36]#[N:37])[cH:34][c:35]34)[cH:43][cH:44]2)[n:7][cH:8][cH:9]1. The reactants are CCOc1cc(C(CS(C)(=O)=O)N2C(=O)c3cccc(N(S(C)(=O)=O)S(C)(=O)=O)c3C2=O)ccc1OC, CC#N, Cl, [Na+], [OH-]. Product: CCOc1cc(C(CS(C)(=O)=O)N2C(=O)c3cccc(NS(C)(=O)=O)c3C2=O)ccc1OC. As a reaction SMILES: [CH3:1][S:2](=[O:3])(=[O:4])[N:5]([c:6]1[c:7]2[c:11]([cH:12][cH:13][cH:14]1)[C:10](=[O:15])[N:9]([CH:16]([CH2:17][S:18](=[O:19])(=[O:20])[CH3:21])[c:22]1[cH:23][c:24]([O:30][CH2:31][CH3:32])[c:25]([O:28][CH3:29])[cH:26][cH:27]1)[C:8]2=[O:33])[S:34]([CH3:35])(=[O:36])=[O:37].[CH3:41][C:42]#[N:43].[ClH:40].[Na+:39].[OH-:38]>>[CH3:1][S:2](=[O:3])(=[O:4])[NH:5][c:6]1[c:7]2[c:11]([cH:12][cH:13][cH:14]1)[C:10](=[O:15])[N:9]([CH:16]([CH2:17][S:18](=[O:19])(=[O:20])[CH3:21])[c:22]1[cH:23][c:24]([O:30][CH2:31][CH3:32])[c:25]([O:28][CH3:29])[cH:26][cH:27]1)[C:8]2=[O:33]. The reactants are O=C([O-])[O-], CCOC(=O)c1ccncc1NC(=O)Cc1c(F)cc(F)cc1F, [K+], [K+], CN(C)C=O, O. Yields the product O=C1Nc2cnccc2C(=O)C1c1c(F)cc(F)cc1F. As a reaction SMILES: [C:25](=[O:26])([O-:27])[O-:28].[F:1][c:2]1[c:3]([CH2:10][C:11](=[O:12])[NH:13][c:14]2[cH:15][n:16][cH:17][cH:18][c:19]2[C:20]([O:22][CH2:21][CH3:23])=[O:24])[c:4]([F:9])[cH:5][c:6]([F:8])[cH:7]1.[K+:29].[K+:30].[O:32]=[CH:33][N:34]([CH3:35])[CH3:36].[OH2:31]>>[F:1][c:2]1[c:3]([CH:10]2[C:11](=[O:12])[NH:13][c:14]3[cH:15][n:16][cH:17][cH:18][c:19]3[C:20]2=[O:22])[c:4]([F:9])[cH:5][c:6]([F:8])[cH:7]1. Reactants: resultant solution, C(C1=CC=CC=C1)(C1=CC=CC=C1)(C1=CC=CC=C1)NC1=NN=C(S1)CC(=O)O (2-(5-tritylamino-1,3,4-thiadiazol-2-yl)acetic acid), C1(CCCCC1)N=C=NC1CCCCC1 (N,N'-dicyclohexylcarbodiimide), Cl.NC1[C@@H]2N(C(=C(CS2)C=C)C(=O)OC(C2=CC=CC=C2)C2=CC=CC=C2)C1=O (benzhydryl 7-amino-3-vinyl-3-cephem-4-carboxylate monohydrochloride), N1=C(C=CC=C1C)C (2,6-lutidine). Run in CN(C=O)C (N,N-dimethylformamide), O1CCCC1 (tetrahydrofuran), C(Cl)Cl (methylene chloride), O (water), O1CCCC1 (tetrahydrofuran), C(C)(=O)OCC (ethyl acetate). The product is C(C1=CC=CC=C1)(C1=CC=CC=C1)(C1=CC=CC=C1)NC1=NN=C(S1)CC(=O)NC1[C@@H]2N(C(=C(CS2)C=C)C(=O)OC(C2=CC=CC=C2)C2=CC=CC=C2)C1=O (benzhydryl 7-[2-(5-tritylamino-1,3,4-thiadiazol-2-yl)acetamido]-3-vinyl-3-cephem-4-carboxylate). The yield is 66.8%. As a reaction SMILES: Cl.[NH2:2][CH:3]1[C:28](=[O:29])[N:5]2[C:6]([C:12]([O:14][CH:15]([C:22]3[CH:27]=[CH:26][CH:25]=[CH:24][CH:23]=3)[C:16]3[CH:21]=[CH:20][CH:19]=[CH:18][CH:17]=3)=[O:13])=[C:7]([CH:10]=[CH2:11])[CH2:8][S:9][C@H:4]12.N1C(C)=CC=CC=1C.[C:38]([NH:57][C:58]1[S:62][C:61]([CH2:63][C:64](O)=[O:65])=[N:60][N:59]=1)([C:51]1[CH:56]=[CH:55][CH:54]=[CH:53][CH:52]=1)([C:45]1[CH:50]=[CH:49][CH:48]=[CH:47][CH:46]=1)[C:39]1[CH:44]=[CH:43][CH:42]=[CH:41][CH:40]=1.C1(N=C=NC2CCCCC2)CCCCC1>C(Cl)Cl.O.O1CCCC1.C(OCC)(=O)C.CN(C)C=O>[C:38]([NH:57][C:58]1[S:62][C:61]([CH2:63][C:64]([NH:2][CH:3]2[C:28](=[O:29])[N:5]3[C:6]([C:12]([O:14][CH:15]([C:16]4[CH:21]=[CH:20][CH:19]=[CH:18][CH:17]=4)[C:22]4[CH:23]=[CH:24][CH:25]=[CH:26][CH:27]=4)=[O:13])=[C:7]([CH:10]=[CH2:11])[CH2:8][S:9][C@H:4]23)=[O:65])=[N:60][N:59]=1)([C:45]1[CH:50]=[CH:49][CH:48]=[CH:47][CH:46]=1)([C:39]1[CH:44]=[CH:43][CH:42]=[CH:41][CH:40]=1)[C:51]1[CH:56]=[CH:55][CH:54]=[CH:53][CH:52]=1 |f:0.1|. Procedure: To a suspension of benzhydryl 7-amino-3-vinyl-3-cephem-4-carboxylate monohydrochloride (2.15 g) in methylene chloride (100 ml) was added 2,6-lutidine (0.54 g) under ice-cooling. To the resultant solution were added 2-(5-tritylamino-1,3,4-thiadiazol-2-yl)acetic acid (2.4 g), N,N'-dicyclohexylcarbodiimide (1.03 g), tetrahydrofuran (200 ml) and N,N-dimethylformamide (60 ml), and the mixture was stirred at ambient temperature for a day. Removal of the solvent gave a residue, to which a mized solvent... The reactants are C1CCOC1, CCN(C(C)C)C(C)C, NCCn1cnc2cc(C(=O)NC3C4CC5CC3CC(O)(C5)C4)ccc21, O=C(Cl)N1CCC(O)CC1. The product is O=C(NC1C2CC3CC1CC(O)(C3)C2)c1ccc2c(c1)ncn2CCNC(=O)N1CCC(O)CC1. As a reaction SMILES: [CH2:46]1[O:47][CH2:48][CH2:49][CH2:50]1.[CH:27]([N:28]([CH2:29][CH3:30])[CH:31]([CH3:32])[CH3:33])([CH3:34])[CH3:35].[OH:1][C:2]12[CH2:3][CH:4]3[CH:5]([NH:12][C:13](=[O:14])[c:15]4[cH:16][c:17]5[c:18]([n:19]([CH2:22][CH2:23][NH2:24])[cH:20][n:21]5)[cH:25][cH:26]4)[CH:6]([CH2:7][CH:8]([CH2:9]1)[CH2:10]3)[CH2:11]2.[OH:36][CH:37]1[CH2:38][CH2:39][N:40]([C:43](=[O:44])[Cl:45])[CH2:41][CH2:42]1>>[OH:1][C:2]12[CH2:3][CH:4]3[CH:5]([NH:12][C:13](=[O:14])[c:15]4[cH:16][c:17]5[c:18]([n:19]([CH2:22][CH2:23][NH:24][C:43]([N:40]6[CH2:39][CH2:38][CH:37]([OH:36])[CH2:42][CH2:41]6)=[O:44])[cH:20][n:21]5)[cH:25][cH:26]4)[CH:6]([CH2:7][CH:8]([CH2:9]1)[CH2:10]3)[CH2:11]2. Starting materials: C(C)(C)(C)OC(C(CC1(CCCC1)C(N[C@@H]1CC[C@@H](CC1)C(=O)OCC)=O)CN(CC)CC1=CC=CC=C1)=O (2-(N-Benzyl-N-ethylaminomethyl)-3-{1-[(cis-4-ethoxycarbonylcyclohexyl)carbamoyl]cyclopentyl}-propanoic acid t-butyl ester). The reagents and catalysts are [OH-].[OH-].[Pd+2] (palladium hydroxide on carbon). The solvent is C(C)O (ethanol). The product is C(C)(C)(C)OC(C(CC1(CCCC1)C(N[C@@H]1CC[C@@H](CC1)C(=O)OCC)=O)CNCC)=O (2-Ethylaminomethyl-3-{1-[(cis-4-ethoxycarbonyl-cyclohexyl)carbamoyl]cyclopentyl}propanoic acid t-butyl ester). The yield is 83.7%. RXN SMILES: [C:1]([O:5][C:6](=[O:39])[CH:7]([CH2:28][N:29](CC1C=CC=CC=1)[CH2:30][CH3:31])[CH2:8][C:9]1([C:14](=[O:27])[NH:15][C@H:16]2[CH2:21][CH2:20][C@@H:19]([C:22]([O:24][CH2:25][CH3:26])=[O:23])[CH2:18][CH2:17]2)[CH2:13][CH2:12][CH2:11][CH2:10]1)([CH3:4])([CH3:3])[CH3:2]>[OH-].[OH-].[Pd+2].C(O)C>[C:1]([O:5][C:6](=[O:39])[CH:7]([CH2:28][NH:29][CH2:30][CH3:31])[CH2:8][C:9]1([C:14](=[O:27])[NH:15][C@H:16]2[CH2:17][CH2:18][C@@H:19]([C:22]([O:24][CH2:25][CH3:26])=[O:23])[CH2:20][CH2:21]2)[CH2:13][CH2:12][CH2:11][CH2:10]1)([CH3:4])([CH3:2])[CH3:3] |f:1.2.3|. Reported procedure: 2-(N-Benzyl-N-ethylaminomethyl)-3-{1-[(cis-4-ethoxycarbonylcyclohexyl)carbamoyl]cyclopentyl}-propanoic acid t-butyl ester (3.38 g, 6.2 mmole) was dissolved in, ethanol (70 ml) and hydrogenated at 30 p.s.i. (2 bar) over 20% palladium hydroxide on carbon at room temperature for 16 hours. The catalyst was removed by filtration through an Arbacell pad and the filtrate evaporated under vacuum. The residue was chromatographed on silica eluting with methanol-dichloromethane mixtures to give the title c...